This data is from the Open Reaction Database (ORD), a public repository of structured organic reaction records. The task is: describe an organic reaction: reactants, conditions, products, and yield Reactants: CSc1nccn1C(c1ccccc1)c1ccc(N)c([N+](=O)[O-])c1, CO, Cl, Cl, [H][H], O, c1ccsc1. Product: CSc1nccn1C(c1ccccc1)c1ccc(N)c(N)c1. RXN SMILES: [CH3:2][S:3][c:4]1[n:5]([CH:9]([c:10]2[cH:11][c:12]([N+:17]([O-:18])=[O:19])[c:13]([NH2:16])[cH:14][cH:15]2)[c:20]2[cH:21][cH:22][cH:23][cH:24][cH:25]2)[cH:6][cH:7][n:8]1.[CH3:34][OH:35].[ClH:1].[ClH:26].[H:32][H:33].[OH2:36].[cH:27]1[cH:28][s:29][cH:30][cH:31]1>>[CH3:2][S:3][c:4]1[n:5]([CH:9]([c:10]2[cH:11][c:12]([NH2:17])[c:13]([NH2:16])[cH:14][cH:15]2)[c:20]2[cH:21][cH:22][cH:23][cH:24][cH:25]2)[cH:6][cH:7][n:8]1. Reaction SMILES: [Cl:1][CH2:2][CH2:3][O:4][SH:5]1[NH:6][N:7]([O:20][c:21]2[cH:22][cH:23][c:24]([Cl:25])[cH:26][c:27]2[Cl:28])[NH:8][C:9]([O:11][c:12]2[c:13]([Cl:19])[cH:14][c:15]([Cl:18])[cH:16][cH:17]2)=[CH:10]1.[NH3:29].[O:30]1[CH2:31][CH2:32][CH2:33][CH2:34]1>>[Cl:1][CH2:2][CH2:3][O:4][SH:5]1[NH:6][N:7]([NH2:29])[NH:8][C:9]([O:11][c:12]2[c:13]([Cl:19])[cH:14][c:15]([Cl:18])[cH:16][cH:17]2)=[CH:10]1. Yields the product NN1NC(Oc2ccc(Cl)cc2Cl)=C[SH](OCCCl)N1. Reactants: ClCCO[SH]1C=C(Oc2ccc(Cl)cc2Cl)NN(Oc2ccc(Cl)cc2Cl)N1, N, C1CCOC1. Reaction SMILES: [OH:1]/[N:2]=[C:3](\[NH2:11])/[C:4]1[CH:9]=[CH:8][C:7]([OH:10])=[CH:6][CH:5]=1.[O:12]=[C:13]1[C:18]([C:25]2[CH:30]=[CH:29][CH:28]=[CH:27][CH:26]=2)([C:19]2[CH:24]=[CH:23][CH:22]=[CH:21][CH:20]=2)[CH2:17][CH2:16][CH2:15][N:14]1[CH2:31][C:32](O)=O.Cl.C(N=C=NCCCN(C)C)C>ClC(Cl)C>[OH:10][C:7]1[CH:8]=[CH:9][C:4]([C:3]2[N:11]=[C:32]([CH2:31][N:14]3[CH2:15][CH2:16][CH2:17][C:18]([C:25]4[CH:30]=[CH:29][CH:28]=[CH:27][CH:26]=4)([C:19]4[CH:24]=[CH:23][CH:22]=[CH:21][CH:20]=4)[C:13]3=[O:12])[O:1][N:2]=2)=[CH:5][CH:6]=1 |f:2.3|. Reaction conditions: temperature 85 celsius. Solvent: ClC(C)Cl (dichloroethane). Procedure details: (Z)—N′,4-Dihydroxybenzimidamide (0.251 g, 1.649 mmol), 2-(2-oxo-3,3-diphenylpiperidin-1-yl)acetic acid (0.510 g, 1.649 mmol; Example 68E) and N1-((ethylimino)methylene)-N3,N3-dimethylpropane-1,3-diamine hydrochloride (0.474 g, 2.473 mmol) were stirred together in dichloroethane at room temperature for 2 hours, then heated to 85° C. for 16 hours. The reaction was cooled and concentrated. The residue was dissolved in dichloromethane (5 mL) and washed with water (3 mL). The organic layer was concen... The product is OC1=CC=C(C=C1)C1=NOC(=N1)CN1C(C(CCC1)(C1=CC=CC=C1)C1=CC=CC=C1)=O (1-{[3-(4-hydroxyphenyl)-1,2,4-oxadiazol-5-yl]methyl}-3,3-diphenylpiperidin-2-one). Reactants: O\N=C(\C1=CC=C(C=C1)O)/N ((Z)—N′,4-Dihydroxybenzimidamide), O=C1N(CCCC1(C1=CC=CC=C1)C1=CC=CC=C1)CC(=O)O (2-(2-oxo-3,3-diphenylpiperidin-1-yl)acetic acid), Cl.C(C)N=C=NCCCN(C)C (N1-((ethylimino)methylene)-N3,N3-dimethylpropane-1,3-diamine hydrochloride). Starting materials: FC1=C(C=CC=C1)C1=CC=C(C=C1)C(C)S(=O)CC(=O)O ([1-(2'-fluoro-4-biphenylyl)-ethylsulfinyl]-acetic acid), COCCO (glycol monomethyl ether), C(=O)(N1C=NC=C1)N1C=NC=C1 (carbonyldiimidazole), C(=O)=O (carbon dioxide). The solvent is O1CCCC1 (tetrahydrofuran). Conditions: time 1 hour. Product: COCCOC(CS(=O)C(C)C1=CC=C(C=C1)C1=C(C=CC=C1)F)=O ([1-(2'-Fluoro-4-biphenylyl)-ethylsulfinyl]-acetic acid (2-methoxy-ethyl)-ester). Reaction SMILES: [F:1][C:2]1[CH:7]=[CH:6][CH:5]=[CH:4][C:3]=1[C:8]1[CH:13]=[CH:12][C:11]([CH:14]([S:16]([CH2:18][C:19]([OH:21])=[O:20])=[O:17])[CH3:15])=[CH:10][CH:9]=1.C(N1C=CN=C1)(N1C=CN=C1)=O.C(=O)=O.[CH3:37][O:38][CH2:39][CH2:40]O>O1CCCC1>[CH3:37][O:38][CH2:39][CH2:40][O:20][C:19](=[O:21])[CH2:18][S:16]([CH:14]([C:11]1[CH:12]=[CH:13][C:8]([C:3]2[CH:4]=[CH:5][CH:6]=[CH:7][C:2]=2[F:1])=[CH:9][CH:10]=1)[CH3:15])=[O:17]. Reported procedure: A suspension of 5.0 gm (16.4 millimols) of [1-(2'-fluoro-4-biphenylyl)-ethylsulfinyl]-acetic acid, m.p. 164°-165° C., in 50 ml of dry tetrahydrofuran was admixed with 2.92 gm (18.1 millimols) of carbonyldiimidazole, whereupon the acid dissolved and carbon dioxide was given off. After one hour, 1.37 gm (18.1 millimols) of glycol monomethyl ether were added, and the mixture was allowed to stand for 2 hours. For isolation of the reaction product, the mixture was evaporated, and the residue was dist... Starting materials: BrC1=C(C=CC(=C1)[N+](=O)[O-])F (2-bromo-1-fluoro-4-nitrobenzene), C[S-].[Na+] (sodium thiomethylate), ice water, C[S-].[Na+] (sodium thiomethylate). Solvent: CN(C)C=O (DMF). Run at temperature 60 celsius, time 5 hour. The product is BrC1=C(C=CC(=C1)[N+](=O)[O-])SC (2-bromo-1-methylsulphanyl-4-nitro-benzene). As a reaction SMILES: [Br:1][C:2]1[CH:7]=[C:6]([N+:8]([O-:10])=[O:9])[CH:5]=[CH:4][C:3]=1F.[CH3:12][S-:13].[Na+]>CN(C=O)C>[Br:1][C:2]1[CH:7]=[C:6]([N+:8]([O-:10])=[O:9])[CH:5]=[CH:4][C:3]=1[S:13][CH3:12] |f:1.2|. Reported procedure: A solution of 25.7 g (120 mmol) 2-bromo-1-fluoro-4-nitrobenzene in 154 ml DMF is treated with 10.6 g (150 mmol) sodium thiomethylate and stirred for 5 hours at 60° C. The mixture is stirred at room temperature for 18 hours, again treated with 1.0 g sodium thiomethylate and stirred for a further 6 hours at 60° C. After cooling, the mixture is poured into ice-water and extracted with ethyl acetate (3×). The combined organic phases are washed with water, dried (Na2SO4), filtered and concentrated. T... Reactants: C(CCC)NC(C)=N (N-butyl-acetamidine), [N+](=[N-])=C1C(=NC=N1)C(=O)N (5-diazo-imidazole-4-carboxamide). Solvent: C(C)O (ethanol). Run at time 10 minute. The product is C(CCC)N(N=NC1=C(N=CN1)C(=O)N)C(C)=N (5-[3-n-butyl-3-(alpha-iminoethyl)-1-triazeno]-imidazole-4-carboxamide). As a reaction SMILES: [CH2:1]([NH:5][C:6](=[NH:8])[CH3:7])[CH2:2][CH2:3][CH3:4].[N+:9](=[C:11]1[N:15]=[CH:14][N:13]=[C:12]1[C:16]([NH2:18])=[O:17])=[N-:10]>C(O)C>[CH2:1]([N:5]([C:6](=[NH:8])[CH3:7])[N:10]=[N:9][C:11]1[NH:15][CH:14]=[N:13][C:12]=1[C:16]([NH2:18])=[O:17])[CH2:2][CH2:3][CH3:4]. Procedure details: 1.2 g. of N-butyl-acetamidine (Bp.: 76°-78° C./0.4 torr) are dissolved in 50 ml of anhydrous ethanol, whereafter 1.4 g. of 5-diazo-imidazole-4-carboxamide are added at 25° C. under stirring within 10 minutes. After 2.5 hours the orange-colored solution is clarified with activated characoal and evaporated in vacuo. 2.6 g. of a slowly crystallizing resin are obtained, which is twice crystallized from an ethanol-acetone mixture. Thus, a colorless, crystalline product, the 5-[3-n-butyl-3-(alpha-imin...